Dataset: the Open Reaction Database (ORD), a public repository of structured organic reaction records. Task: describe an organic reaction: reactants, conditions, products, and yield Reactants: C1=CC=CC=C1 (benzene), C1(=CC=CC=C1)C1=C(C(=O)O)C=CC=C1 (o-Phenylbenzoic acid), C(C(=O)Cl)(=O)Cl (oxalyl chloride), CN(C=O)C (N,N-dimethylformamide). The solvent is C(Cl)Cl (methylene chloride). Reaction conditions: time 3 hour. Yields the product C1(=CC=CC=C1)C1=C(C(=O)Cl)C=CC=C1 (o-phenylbenzoic acid chloride). RXN SMILES: [C:1]1([C:7]2[CH:15]=[CH:14][CH:13]=[CH:12][C:8]=2[C:9](O)=[O:10])[CH:6]=[CH:5][CH:4]=[CH:3][CH:2]=1.CN(C)C=O.C(Cl)(=O)C([Cl:24])=O.C1C=CC=CC=1>C(Cl)Cl>[C:1]1([C:7]2[CH:15]=[CH:14][CH:13]=[CH:12][C:8]=2[C:9]([Cl:24])=[O:10])[CH:6]=[CH:5][CH:4]=[CH:3][CH:2]=1. Procedure details: o-Phenylbenzoic acid (163 mg) was dissolved in 5 ml of methylene chloride, a catalytically effective amount of N,N-dimethylformamide was added dropwise, and 0.165 ml of oxalyl chloride was added dropwise. After 3 hours of stirring at room temperature, benzene was added and the solvent was evaporated to obtain o-phenylbenzoic acid chloride. Reactants: CC(C)C(CS(=O)(=O)Cl)C(=O)N1C(=O)OCC1Cc1ccccc1, c1cncc(-c2cnc(N3CCNCC3)nc2)c1. Product: CC(C)C(CS(=O)(=O)N1CCN(c2ncc(-c3cccnc3)cn2)CC1)C(=O)N1C(=O)OCC1Cc1ccccc1. RXN SMILES: [CH2:19]([c:20]1[cH:21][cH:22][cH:23][cH:24][cH:25]1)[CH:26]1[N:27]([C:32]([CH:33]([CH:34]([CH3:35])[CH3:36])[CH2:37][S:38](=[O:39])(=[O:40])[Cl:41])=[O:42])[C:28](=[O:31])[O:29][CH2:30]1.[N:1]1([c:7]2[n:8][cH:9][c:10](-[c:13]3[cH:14][n:15][cH:16][cH:17][cH:18]3)[cH:11][n:12]2)[CH2:2][CH2:3][NH:4][CH2:5][CH2:6]1>>[N:1]1([c:7]2[n:8][cH:9][c:10](-[c:13]3[cH:14][n:15][cH:16][cH:17][cH:18]3)[cH:11][n:12]2)[CH2:2][CH2:3][N:4]([S:38]([CH2:37][CH:33]([C:32]([N:27]2[CH:26]([CH2:19][c:20]3[cH:21][cH:22][cH:23][cH:24][cH:25]3)[CH2:30][O:29][C:28]2=[O:31])=[O:42])[CH:34]([CH3:35])[CH3:36])(=[O:39])=[O:40])[CH2:5][CH2:6]1. Reactants: Cc1cc(Br)cc(C)c1N, C1CCOC1, C[Si](C)(C)[N-][Si](C)(C)C, CCOC(C)=O, CCC(COC)n1cc(Cl)nc(Cl)c1=O, [Na+]. Product: CCC(COC)n1cc(Cl)nc(Nc2c(C)cc(Br)cc2C)c1=O. As a reaction SMILES: [Br:16][c:17]1[cH:18][c:19]([CH3:25])[c:20]([NH2:21])[c:22]([CH3:24])[cH:23]1.[CH2:42]1[O:43][CH2:44][CH2:45][CH2:46]1.[CH3:26][Si:27]([N-:28][Si:29]([CH3:30])([CH3:31])[CH3:32])([CH3:33])[CH3:34].[CH3:36][CH2:37][O:38][C:39](=[O:40])[CH3:41].[Cl:1][c:2]1[c:3](=[O:15])[n:4]([CH:9]([CH2:10][CH3:11])[CH2:12][O:13][CH3:14])[cH:5][c:6]([Cl:8])[n:7]1.[Na+:35]>>[c:2]1([NH:21][c:20]2[c:19]([CH3:25])[cH:18][c:17]([Br:16])[cH:23][c:22]2[CH3:24])[c:3](=[O:15])[n:4]([CH:9]([CH2:10][CH3:11])[CH2:12][O:13][CH3:14])[cH:5][c:6]([Cl:8])[n:7]1. Starting materials: C(C)C(C(=O)[O-])C1(C(NC2=CC=CC(=C12)[N+](=O)[O-])=S)C ((±)-Ethyl(3-methyl-4-nitro-2-thioxo-2,3-dihydro-1H-indol-3-yl)acetate), [BH4-].[Na+] (NaBH4), C1CCOC1 (THF). Reagents/catalysts: O.O.O.O.O.O.[Ni](Cl)Cl (nickel (II) chloride hexahydrate). The solvent is CO (MeOH). Conditions: time 10 minute. Product: NC1=C2C(CNC2=CC=C1)(C)CC(=O)OCC ((±)-Ethyl (4-amino-3-methyl-2,3-dihydro-1H-indol-3-yl)acetate). As a reaction SMILES: C([CH:3]([C:7]1([CH3:20])[C:15]2[C:10](=[CH:11][CH:12]=[CH:13][C:14]=2[N+:16]([O-])=O)[NH:9][C:8]1=S)[C:4]([O-:6])=[O:5])C.[BH4-].[Na+].[CH2:23]1COC[CH2:24]1>CO.O.O.O.O.O.O.[Ni](Cl)Cl>[NH2:16][C:14]1[CH:13]=[CH:12][CH:11]=[C:10]2[C:15]=1[C:7]([CH2:3][C:4]([O:6][CH2:23][CH3:24])=[O:5])([CH3:20])[CH2:8][NH:9]2 |f:1.2,5.6.7.8.9.10.11|. Procedure: To a solution of (±)-ethyl (3-methyl-4-nitro-2-thioxo-2,3-dihydro-1H-indol-3-yl)acetate from Step A (3.65 g, 12.4 mmol) and nickel (II) chloride hexahydrate (23.6 g, 99.2 mmol) in MeOH (30 mL) and THF (30 mL), at 0° C., was added NaBH4 (11.3 g, 298 mmol) in portions over 1 h. The resulting mixture was stirred for 10 min, then filtered through a pad of Celite, washing with MeOH, and the filtrate was concentrated in vacuo. The residue was purified by silica gel chromatography, eluting with CH2Cl2:... Starting materials: O (Water), BrC1=CC(=C(C#N)C(=C1)F)F (4-bromo-2,6-difluorobenzonitrile), C[Si](C)(C)[N-][Si](C)(C)C.[Na+] (sodium bis(trimethylsilyl)amide), C1(CCCC1)CO (cyclopentanemethanol). Solvent: C1CCOC1 (THF), C1CCOC1 (THF). Reaction conditions: time 8 hour. Yields the product BrC1=CC(=C(C#N)C(=C1)F)OCC1CCCC1 (4-bromo-2-cyclopentylmethoxy-6-fluorobenzonitrile). Yield: 44.4%. Reaction SMILES: [Br:1][C:2]1[CH:9]=[C:8](F)[C:5]([C:6]#[N:7])=[C:4]([F:11])[CH:3]=1.C[Si]([N-][Si](C)(C)C)(C)C.[Na+].[CH:22]1([CH2:27][OH:28])[CH2:26][CH2:25][CH2:24][CH2:23]1.O>C1COCC1>[Br:1][C:2]1[CH:3]=[C:4]([F:11])[C:5]([C:6]#[N:7])=[C:8]([O:28][CH2:27][CH:22]2[CH2:26][CH2:25][CH2:24][CH2:23]2)[CH:9]=1 |f:1.2|. Procedure: To a stirred solution of the above benzonitrile intermediate (7.5 g, 34.4 mmol) in dry THF (50 mL) at 0° C. was added a mixture of sodium bis(trimethylsilyl)amide (1.0 M, 34 mL, 34 mmol) and cyclopentanemethanol (3.4 g, 34 mmol) in THF (100 mL). The reaction was allowed to warm up to room temperature and stirred overnight. Water (50 mL) was added to the reaction and the product was extracted by CH2Cl2 (2×50 mL). The solvent was washed with brine and dried over Na2SO4. The solvent was removed to ... The reactants are O=O (oxygen), C(=O)=O (carbon dioxide), [Mg] (magnesium), NC1=NNC2=CC=CC(=C12)Cl (3-amino-4-chloroindazole), C(C)(C)Br (isopropyl bromide), S(O)(O)(=O)=O (sulfuric acid). Solvent: C(C)OCC (diethyl ether), C(C)OCC (diethyl ether), O (water). Conditions: time 12 hour. The product is NC1=NNC2=CC=CC(=C12)O (3-amino-4-hydroxyindazole). Isolated yield 42.0%. Reaction SMILES: [Mg].[NH2:2][C:3]1[C:11]2[C:6](=[CH:7][CH:8]=[CH:9][C:10]=2Cl)[NH:5][N:4]=1.C(Br)(C)C.O=O.C(=O)=[O:20].S(=O)(=O)(O)O>O.C(OCC)C>[NH2:2][C:3]1[C:11]2[C:6](=[CH:7][CH:8]=[CH:9][C:10]=2[OH:20])[NH:5][N:4]=1. Procedure details: To 20 ml of diethyl ether solution containing 600 mg of magnesium powder was added dropwise a mixed solution consisting of 1.68 g of 3-amino-4-chloroindazole prepared by the method as described in Beck. Gunkther et al., Justus Liebigs Ann. Chem., 716, 47(1968), 2.06 g of isopropyl bromide and 20 ml of diethyl ether. Into the solution were introduced dried oxygen gas and dried carbon dioxide gas for 10 hours so as to reflux the solution, and the solution was left to stand for 12 hours. The pH of ... Reactants: [N+](=O)([O-])C=1C=C(C=CC1)C1=NOC(C1)CCCC=O (4-[3-(3-Nitrophenyl)-4,5-dihydroisoxazol-5-yl]butanal), C1(=CC=CC=C1)C(N1CCNCC1)C1=CC=CC=C1 (1-(diphenylmethyl)piperazine), [BH-](OC(=O)C)(OC(=O)C)OC(=O)C.[Na+] (NaBH(OAc)3). The solvent is C(Cl)Cl (methylene chloride). The product is C(C1=CC=CC=C1)(C1=CC=CC=C1)N1CCN(CC1)CCCCC1CC(=NO1)C1=CC(=CC=C1)[N+](=O)[O-] (1-Benzhydryl-4-{4-[3-(3-nitrophenyl)-4,5-dihydroisoxazol-5-yl]butyl}piperazine). Isolated yield 54.8%. RXN SMILES: [N+:1]([C:4]1[CH:5]=[C:6]([C:10]2[CH2:14][CH:13]([CH2:15][CH2:16][CH2:17][CH:18]=O)[O:12][N:11]=2)[CH:7]=[CH:8][CH:9]=1)([O-:3])=[O:2].[C:20]1([CH:26]([C:33]2[CH:38]=[CH:37][CH:36]=[CH:35][CH:34]=2)[N:27]2[CH2:32][CH2:31][NH:30][CH2:29][CH2:28]2)[CH:25]=[CH:24][CH:23]=[CH:22][CH:21]=1.[BH-](OC(C)=O)(OC(C)=O)OC(C)=O.[Na+]>C(Cl)Cl>[CH:26]([N:27]1[CH2:32][CH2:31][N:30]([CH2:18][CH2:17][CH2:16][CH2:15][CH:13]2[O:12][N:11]=[C:10]([C:6]3[CH:7]=[CH:8][CH:9]=[C:4]([N+:1]([O-:3])=[O:2])[CH:5]=3)[CH2:14]2)[CH2:29][CH2:28]1)([C:33]1[CH:38]=[CH:37][CH:36]=[CH:35][CH:34]=1)[C:20]1[CH:25]=[CH:24][CH:23]=[CH:22][CH:21]=1 |f:2.3|. Procedure: 4-[3-(3-Nitrophenyl)-4,5-dihydroisoxazol-5-yl]butanal (30.0 mg, 0.114 mmol), 1-(diphenylmethyl)piperazine (26.2 mg, 0.104 mmol), molecular sieve (5 beads) and NaBH(OAc)3 (66.1 mg, 0.312 mmol) were reacted in 3 mL of methylene chloride 3 mL for about 12 hr. With the following processes the same as in Example 1, 28.4. mg (54.8%) of the target compound was obtained. Reactants: N1(C=NC=C1)C=1C=C2CC(C(C2=CC1)=O)CC(=O)O (2,3-dihydro-5-(1H-imidazol-1-yl)-1-oxo-1H-indene-2-acetic acid), O.NN (hydrazine hydrate). The solvent is C(C)O (ethanol). Yields the product N1(C=NC=C1)C=1C=C2CC3C(=NNC(C3)=O)C2=CC1 (2,4,4a,5-Tetrahydro-7-(1H-imidazol-1-yl)-3H-indeno[1,2-c]pyridazin-3-one). The yield is 48.0%. Reaction SMILES: [N:1]1([C:6]2[CH:7]=[C:8]3[C:12](=[CH:13][CH:14]=2)[C:11](=O)[CH:10]([CH2:16][C:17]([OH:19])=O)[CH2:9]3)[CH:5]=[CH:4][N:3]=[CH:2]1.O.[NH2:21][NH2:22]>C(O)C>[N:1]1([C:6]2[CH:7]=[C:8]3[C:12](=[CH:13][CH:14]=2)[C:11]2=[N:21][NH:22][C:17](=[O:19])[CH2:16][CH:10]2[CH2:9]3)[CH:5]=[CH:4][N:3]=[CH:2]1 |f:1.2|. Reported procedure: A solution of 1.48 g of 2,3-dihydro-5-(1H-imidazol-1-yl)-1-oxo-1H-indene-2-acetic acid and 0.38 g of 85% hydrazine hydrate in 15 ml of ethanol is heated to reflux for three hours. The reaction mixture is filtered, the residue is washed with ethanol and purified by crystallization from ethanol to give 0.7 g of the product, 2,4,4a,5-tetrahydro-7-(1H-imidazol-1-yl)-3H-indeno[1,2-c]pyridazin-3-one, mp 263°-264° dec.